From a dataset of the Open Reaction Database (ORD), a public repository of structured organic reaction records. describe an organic reaction: reactants, conditions, products, and yield Reactants: O1C=C(C=C1)C1(CCCC=2C(=NOC21)C)O (7-(3-furyl)-3-methyl-4,5,6,7-tetrahydro-benzisoxazol-7-ol), C1(=CC=C(C=C1)S(=O)(=O)O)C (p-toluenesulfonic acid). The solvent is C1(=CC=CC=C1)C (toluene), C1(=CC=CC=C1)C (Toluene). Yields the product O1C=C(C=C1)C1=CCCC=2C(=NOC21)C (7-(3-furyl)-3-methyl-4,5-dihydrobenzisoxazole). Yield: 49.1%. Reaction SMILES: [O:1]1[CH:5]=[CH:4][C:3]([C:6]2(O)[C:14]3[O:13][N:12]=[C:11]([CH3:15])[C:10]=3[CH2:9][CH2:8][CH2:7]2)=[CH:2]1.C1(C)C=CC(S(O)(=O)=O)=CC=1>C1(C)C=CC=CC=1>[O:1]1[CH:5]=[CH:4][C:3]([C:6]2[C:14]3[O:13][N:12]=[C:11]([CH3:15])[C:10]=3[CH2:9][CH2:8][CH:7]=2)=[CH:2]1. Reported procedure: To a mixture of 7.6 g (0.034 mol) of 7-(3-furyl)-3-methyl-4,5,6,7-tetrahydro-benzisoxazol-7-ol in 300 ml of toluene was added 100 mg of p-toluenesulfonic acid and the mixture was placed on a Rotovap, and the solvent was distilled in vacuo (80° C.) until an oil residue was obtained. Toluene (200 ml) was added to the above residue, the mixture was placed on Rotovap, and the solvent was distilled in vacuo to complete the reaction. The oil was chromatographed (silica, 1:1 hexane/methylene chloride) ...